From a dataset of the Open Reaction Database (ORD), a public repository of structured organic reaction records. describe an organic reaction: reactants, conditions, products, and yield The reactants are C(=O)(OC(C)(C)C)C(OC1=C(C=C(C=C1)CN1C(=NC=2C1=NC(=CC2C)C(=O)O)CC)CCC)C2=CC=CC=C2 (3-[4-(1-carbo-t-butoxy-1-phenylmethoxy)-3propylphenylmethyl]-5-carboxy-2-ethyl-7-methyl-3H-imidazo[4,5-b]pyridine), C(=O)(C(F)(F)F)O (TFA). The solvent is C(Cl)(Cl)Cl (CHCl3). Reaction conditions: time 12 hour. Yields the product C(=O)(O)C(OC1=C(C=C(C=C1)CN1C(=NC=2C1=NC(=CC2C)C(=O)O)CC)CCC)C2=CC=CC=C2 (3-[4-(1-carboxy-1-phenylmethoxy)-3-propyl-phenylmethyl]-5-carboxy-2-ethyl-7-methyl-3H-imidazo[4,5-b]pyridine). The yield is 73.1%. As a reaction SMILES: [C:1]([CH:8]([C:35]1[CH:40]=[CH:39][CH:38]=[CH:37][CH:36]=1)[O:9][C:10]1[CH:15]=[CH:14][C:13]([CH2:16][N:17]2[C:21]3=[N:22][C:23]([C:27]([OH:29])=[O:28])=[CH:24][C:25]([CH3:26])=[C:20]3[N:19]=[C:18]2[CH2:30][CH3:31])=[CH:12][C:11]=1[CH2:32][CH2:33][CH3:34])([O:3]C(C)(C)C)=[O:2].C(O)(C(F)(F)F)=O>C(Cl)(Cl)Cl>[C:1]([CH:8]([C:35]1[CH:36]=[CH:37][CH:38]=[CH:39][CH:40]=1)[O:9][C:10]1[CH:15]=[CH:14][C:13]([CH2:16][N:17]2[C:21]3=[N:22][C:23]([C:27]([OH:29])=[O:28])=[CH:24][C:25]([CH3:26])=[C:20]3[N:19]=[C:18]2[CH2:30][CH3:31])=[CH:12][C:11]=1[CH2:32][CH2:33][CH3:34])([OH:3])=[O:2]. Reported procedure: To a solution of 3-[4-(1-carbo-t-butoxy-1-phenylmethoxy)-3propylphenylmethyl]-5-carboxy-2-ethyl-7-methyl-3H-imidazo[4,5-b]pyridine (47 mg, 0.087 mmol) in CHCl3 (3 mL) was added TFA (0.5 mL) at -20° C. The solution was warmed to rt and was stirred at rt for 12 hours. After evaporation of the solvent the crude mixture was purified by flash chromatography eluted with CHCl3 /MeOH/AcOH (90:5:5) to give 31 mg of the title compound as a white solid. The reactants are [H-].[Na+] (sodium hydride), S(=O)(Cl)Cl (Thionyl chloride), ClC1=CC=NC=C1C(=O)O (4-chloronicotinic acid), SCC(=O)OCC (ethyl mercaptoacetate), CN(C=O)C (N,N-dimethylformamide). Solvent: O (Water). Run at time 18 hour. Yields the product CC1=C(SC2=C1C=NC=C2)C(=O)OCC (ethyl 3-methylthieno[3,2-c]pyridine-2-carboxylate). Yield: 17.0%. Reaction SMILES: S(Cl)(Cl)=O.Cl[C:6]1[C:11]([C:12](O)=O)=[CH:10][N:9]=[CH:8][CH:7]=1.[SH:15][CH2:16][C:17]([O:19][CH2:20][CH3:21])=[O:18].[H-].[Na+].[CH3:24]N(C)C=O>O>[CH3:24][C:12]1[C:11]2[CH:10]=[N:9][CH:8]=[CH:7][C:6]=2[S:15][C:16]=1[C:17]([O:19][CH2:20][CH3:21])=[O:18] |f:3.4|. Procedure: Thionyl chloride (100 mL) was added to 4-chloronicotinic acid (22.4 g), and the mixture was stirred with heating under reflux for 4 hr, and concentrated under reduced pressure. To a solution (300 mL) of the residue in methylene chloride were added N,O-dimethylhydroxylamine hydrochloride (13.8 g) and triethylamine (60 mL), and the mixture was stirred at room temperature for 5 hr. Water was added to the reaction mixture, and the reaction mixture was extracted with methylene chloride. The extract w... Reactants: NC1CN2CCC1CC2 (3-aminoquinuclidine), ClC1=CC=C(C=C1)N=C=O (4-chlorophenyl isocyanate). Product: N12CC(C(CC1)CC2)NC(=O)NC2=CC=C(C=C2)Cl (N-(1-Azabicyclo[2.2.2]octan-3-yl)-N'-(4-chlorophenyl)urea). RXN SMILES: [NH2:1][CH:2]1[CH:7]2[CH2:8][CH2:9][N:4]([CH2:5][CH2:6]2)[CH2:3]1.[Cl:10][C:11]1[CH:16]=[CH:15][C:14]([N:17]=[C:18]=[O:19])=[CH:13][CH:12]=1>>[N:4]12[CH2:9][CH2:8][CH:7]([CH2:6][CH2:5]1)[CH:2]([NH:1][C:18]([NH:17][C:14]1[CH:15]=[CH:16][C:11]([Cl:10])=[CH:12][CH:13]=1)=[O:19])[CH2:3]2. Reported procedure: The above compound was prepared, following the procedure of Example 1, from 3-aminoquinuclidine (0.63 g, 5 mmol) and 4-chlorophenyl isocyanate (0.768 g, 5 mmol). The product was purified as the 1:1 maleate (1.23 g), mp 182°-183° C. (dec). The reactants are [OH-].[Na+] (NaOH), [BH4-].[Na+] (NaBH4), mercuric acetate, C(CCCCO)O (1,5-pentanediol), C=CCCCCCCC (1-nonene). The solvent is CN(C=O)C (dimethylformamide). Yields the product CC(CCCCCCC)OCCCCCO (5-(2-nonyloxy)pentanol). Reaction SMILES: [CH2:1]([OH:7])[CH2:2][CH2:3][CH2:4][CH2:5][OH:6].[CH2:8]=[CH:9][CH2:10][CH2:11][CH2:12][CH2:13][CH2:14][CH2:15][CH3:16].[OH-].[Na+].[BH4-].[Na+]>CN(C)C=O>[CH3:8][CH:9]([O:6][CH2:5][CH2:4][CH2:3][CH2:2][CH2:1][OH:7])[CH2:10][CH2:11][CH2:12][CH2:13][CH2:14][CH2:15][CH3:16] |f:2.3,4.5|. Procedure: To a mixture of 12.6 grams of mercuric acetate and 8.3 grams of 1,5-pentanediol in 100 ml of dimethylformamide is added 5.0 grams of 1-nonene. The mixture is stirred at room temperature for ten minutes and 40 ml of an aqueous NaOH solution (3 Molar) is added followed by 40 ml of an aqueous NaBH4 solution (0.5 Molar in 3 Molar NaOH). The solution is decanted from the mercuric salts and concentrated. The residue is partitioned between ethyl acetate and water and the organic layer is washed with br... Starting materials: ClC(Cl)(Cl)Cl, COc1nsnc1Cl, O=S(=O)(Cl)Cl. Product: ClCOc1nsnc1Cl. RXN SMILES: [C:14]([Cl:15])([Cl:16])([Cl:17])[Cl:18].[Cl:1][c:2]1[c:3]([O:7][CH3:8])[n:4][s:5][n:6]1.[S:9]([Cl:10])(=[O:11])([Cl:12])=[O:13]>>[Cl:1][c:2]1[c:3]([O:7][CH2:8][Cl:12])[n:4][s:5][n:6]1.